Dataset: the Open Reaction Database (ORD), a public repository of structured organic reaction records. Task: describe an organic reaction: reactants, conditions, products, and yield Starting materials: CO, COC1=C(OC)C(=O)C(Cc2ccc(OC(C)=O)c(C(=O)Nc3ccc(Cl)nc3)c2)=C(C)C1=O, [Na+], O, O=C([O-])O. Yields the product COC1=C(OC)C(=O)C(Cc2ccc(O)c(C(=O)Nc3ccc(Cl)nc3)c2)=C(C)C1=O. As a reaction SMILES: [CH3:40][OH:41].[Cl:1][c:2]1[cH:3][cH:4][c:5]([NH:8][C:9]([c:10]2[c:11]([O:30][C:31](=[O:32])[CH3:33])[cH:12][cH:13][c:14]([CH2:16][C:17]3=[C:22]([CH3:23])[C:21](=[O:24])[C:20]([O:25][CH3:26])=[C:19]([O:27][CH3:28])[C:18]3=[O:29])[cH:15]2)=[O:34])[cH:6][n:7]1.[Na+:35].[OH2:42].[OH:36][C:37](=[O:38])[O-:39]>>[Cl:1][c:2]1[cH:3][cH:4][c:5]([NH:8][C:9]([c:10]2[c:11]([OH:30])[cH:12][cH:13][c:14]([CH2:16][C:17]3=[C:22]([CH3:23])[C:21](=[O:24])[C:20]([O:25][CH3:26])=[C:19]([O:27][CH3:28])[C:18]3=[O:29])[cH:15]2)=[O:34])[cH:6][n:7]1.